From a dataset of the Open Reaction Database (ORD), a public repository of structured organic reaction records. describe an organic reaction: reactants, conditions, products, and yield Reaction SMILES: [N:1]1([C:7]2[CH:19]=[C:18]([C:20]3[S:21][CH:22]=[CH:23][CH:24]=3)[C:17]3[C:16]4[C:11](=[CH:12][CH:13]=[CH:14][CH:15]=4)[CH2:10][C:9]=3[C:8]=2[C:25]#[N:26])[CH2:6][CH2:5][CH2:4][CH2:3][CH2:2]1.[H-].[Na+].C1C[O:32]CC1>>[O:32]=[C:10]1[C:9]2[C:8]([C:25]#[N:26])=[C:7]([N:1]3[CH2:6][CH2:5][CH2:4][CH2:3][CH2:2]3)[CH:19]=[C:18]([C:20]3[S:21][CH:22]=[CH:23][CH:24]=3)[C:17]=2[C:16]2[C:11]1=[CH:12][CH:13]=[CH:14][CH:15]=2 |f:1.2|. Procedure: A solution of 2-(piperidin-1-yl)-4-(thiophen-2-yl)-9H-fluorene-1-carbonitrile (356 mg) in THF was added sodium hydride (29 mg) and was stirred at 0-5° C. for less than five minutes. After completion, the reaction solvent was evaporated under vacuum and the crude solid obtained was quenched with ice water and subsequently neutralized by dilute HCl. The precipitate thus obtained was filtered and purified on a silica gel column using ethyl acetate-hexane as eluent. Red solid; yield 73%; mp 226-228°... Starting materials: N1(CCCCC1)C1=C(C=2CC3=CC=CC=C3C2C(=C1)C=1SC=CC1)C#N (2-(piperidin-1-yl)-4-(thiophen-2-yl)-9H-fluorene-1-carbonitrile), [H-].[Na+] (sodium hydride), C1CCOC1 (THF). Product: O=C1C2=CC=CC=C2C=2C(=CC(=C(C12)C#N)N1CCCCC1)C=1SC=CC1 (9-Oxo-2-piperidin-1-yl-4-thiophen-2-yl-9H-fluorene-1-carbonitrile). Isolated yield 73.0%. Reaction conditions: temperature 2.5 celsius. Starting materials: CCOC(=O)CP(=O)(OCC)OCC, O=Cc1ccc(F)cc1, [H-], [Na+], C1CCOC1, O. Product: CCOC(=O)C=Cc1ccc(F)cc1. Reaction SMILES: [CH2:3]([CH3:4])[O:5][C:6]([CH2:7][P:8]([O:9][CH2:10][CH3:11])([O:12][CH2:13][CH3:14])=[O:15])=[O:16].[F:17][c:18]1[cH:19][cH:20][c:21]([CH:22]=[O:23])[cH:24][cH:25]1.[H-:1].[Na+:2].[O:27]1[CH2:28][CH2:29][CH2:30][CH2:31]1.[OH2:26]>>[CH2:3]([CH3:4])[O:5][C:6]([CH:7]=[CH:22][c:21]1[cH:20][cH:19][c:18]([F:17])[cH:25][cH:24]1)=[O:16].